Dataset: the Open Reaction Database (ORD), a public repository of structured organic reaction records. Task: describe an organic reaction: reactants, conditions, products, and yield The reactants are [BH4-], COC(=O)C(=CC1CCCCC1)c1ccc(-n2nnnc2C)c(Cl)c1, CO, [Na+], Cl[Ni]Cl, O, O, O, O, O, O. Product: COC(=O)C(CC1CCCCC1)c1ccc(-n2nnnc2C)c(Cl)c1. RXN SMILES: [BH4-:26].[CH3:1][O:2][C:3]([C:4](=[CH:5][CH:6]1[CH2:7][CH2:8][CH2:9][CH2:10][CH2:11]1)[c:12]1[cH:13][c:14]([Cl:24])[c:15](-[n:18]2[n:19][n:20][n:21][c:22]2[CH3:23])[cH:16][cH:17]1)=[O:25].[CH3:28][OH:29].[Na+:27].[Ni:36]([Cl:37])[Cl:38].[OH2:30].[OH2:31].[OH2:32].[OH2:33].[OH2:34].[OH2:35]>>[CH3:1][O:2][C:3]([CH:4]([CH2:5][CH:6]1[CH2:7][CH2:8][CH2:9][CH2:10][CH2:11]1)[c:12]1[cH:13][c:14]([Cl:24])[c:15](-[n:18]2[n:19][n:20][n:21][c:22]2[CH3:23])[cH:16][cH:17]1)=[O:25]. Procedure details: Sodium hydride dispersion (55-60%, 2 mmol) was further dispersed in benzene (4 ml) and added gradually to a solution of diethyl (5-chloropyrimidin-2-sulfonyl)methanephosphonate (0.66 g, 2 mmol) in benzene (4 ml). The mixture was stirred for 10 min before a solution of benzaldehyde (0.21 g, 2 mmol) in benzene (2 ml) was added. The resultant mixture was stirred at room temperature overnight before extraction with water. Evaporation of the dried (MgSO4) benzene solution left the product which was r... The reactants are ClC=1C=NC(=NC1)S(=O)(=O)CP(OCC)(=O)OCC (diethyl (5-chloropyrimidin-2-sulfonyl)methanephosphonate), [H-].[Na+] (Sodium hydride), resultant mixture, O (water), C(C1=CC=CC=C1)=O (benzaldehyde). Reaction SMILES: [H-].[Na+].[Cl:3][C:4]1[CH:5]=[N:6][C:7]([S:10]([CH2:13]P(OCC)(=O)OCC)(=[O:12])=[O:11])=[N:8][CH:9]=1.[CH:22](=O)[C:23]1[CH:28]=[CH:27][CH:26]=[CH:25][CH:24]=1.O>C1C=CC=CC=1>[CH:13](/[S:10]([C:7]1[N:8]=[CH:9][C:4]([Cl:3])=[CH:5][N:6]=1)(=[O:11])=[O:12])=[CH:22]\[C:23]1[CH:28]=[CH:27][CH:26]=[CH:25][CH:24]=1 |f:0.1|. Run in C1=CC=CC=C1 (benzene), C1=CC=CC=C1 (benzene), C1=CC=CC=C1 (benzene). Product: C(=C\C1=CC=CC=C1)/S(=O)(=O)C1=NC=C(C=N1)Cl (2-(trans-Styryl)sulfonyl-5-chloropyrimidine). Reactants: C[SiH](C)OCc1c(CCCO)ccc2cc(C(C)(C)C)ccc12, O=C([O-])O, ClCCl, [Na+], [Na+], [Na+], O=S([O-])([O-])=S. Product: C[SiH](C)OCc1c(CCC=O)ccc2cc(C(C)(C)C)ccc12. As a reaction SMILES: [C:1]([CH3:2])([CH3:3])([CH3:4])[c:5]1[cH:6][c:7]2[cH:8][cH:9][c:10]([CH2:20][CH2:21][CH2:22][OH:23])[c:11]([CH2:15][O:16][SiH:17]([CH3:18])[CH3:19])[c:12]2[cH:13][cH:14]1.[C:31](=[O:32])([OH:33])[O-:34].[Cl:36][CH2:37][Cl:38].[Na+:29].[Na+:30].[Na+:35].[S:24]([O-:25])([O-:26])(=[O:27])=[S:28]>>[C:1]([CH3:2])([CH3:3])([CH3:4])[c:5]1[cH:6][c:7]2[cH:8][cH:9][c:10]([CH2:20][CH2:21][CH:22]=[O:23])[c:11]([CH2:15][O:16][SiH:17]([CH3:18])[CH3:19])[c:12]2[cH:13][cH:14]1.